Dataset: the Open Reaction Database (ORD), a public repository of structured organic reaction records. Task: describe an organic reaction: reactants, conditions, products, and yield The reactants are N1C=NC=C1 (imidazole), ClC=1N=C(C2=C(N1)SC1=C2CCCC1)NCC1=CC(=C(C=C1)Cl)Cl (2-chloro-5,6,7,8-tetrahydro-4-(3,4-dichlorobenzylamino)-[1]-benzothieno-[2,3-d]-pyrimidine). Product: N1(C=NC=C1)C=1N=C(C2=C(N1)SC1=C2CCCC1)NCC1=CC(=C(C=C1)Cl)Cl (2-(imidazol-1-yl)-5,6,7,8-tetrahydro-4-(3,4-dichlorobenzylamino)-[1]-benzothieno-[2,3-d]-pyrimidine). RXN SMILES: [NH:1]1[CH:5]=[CH:4][N:3]=[CH:2]1.Cl[C:7]1[N:8]=[C:9]([NH:20][CH2:21][C:22]2[CH:27]=[CH:26][C:25]([Cl:28])=[C:24]([Cl:29])[CH:23]=2)[C:10]2[C:15]3[CH2:16][CH2:17][CH2:18][CH2:19][C:14]=3[S:13][C:11]=2[N:12]=1>>[N:1]1([C:7]2[N:8]=[C:9]([NH:20][CH2:21][C:22]3[CH:27]=[CH:26][C:25]([Cl:28])=[C:24]([Cl:29])[CH:23]=3)[C:10]3[C:15]4[CH2:16][CH2:17][CH2:18][CH2:19][C:14]=4[S:13][C:11]=3[N:12]=2)[CH:5]=[CH:4][N:3]=[CH:2]1. Reported procedure: Following the procedure of Example 97, the reaction of imidazole with 2-chloro-5,6,7,8-tetrahydro-4-(3,4-dichlorobenzylamino)-[1]-benzothieno-[2,3-d]-pyrimidine gives 2-(imidazol-1-yl)-5,6,7,8-tetrahydro-4-(3,4-dichlorobenzylamino)-[1]-benzothieno-[2,3-d]-pyrimidine. Starting materials: Clc1ccnc2cc[nH]c12, O=[N+]([O-])c1ccc(O)c(F)c1. The product is O=[N+]([O-])c1ccc(Oc2ccnc3cc[nH]c23)c(F)c1. Reaction SMILES: [Cl:1][c:2]1[c:3]2[c:4]([n:5][cH:6][cH:7]1)[cH:8][cH:9][nH:10]2.[F:11][c:12]1[c:13]([OH:21])[cH:14][cH:15][c:16]([N+:18](=[O:19])[O-:20])[cH:17]1>>[c:2]1([O:21][c:13]2[c:12]([F:11])[cH:17][c:16]([N+:18](=[O:19])[O-:20])[cH:15][cH:14]2)[c:3]2[c:4]([n:5][cH:6][cH:7]1)[cH:8][cH:9][nH:10]2. Reactants: COC(=O)C(Br)CCC(=O)OCc1ccccc1, CN(C)C=O, [K+], [K+], O=C([O-])[O-], Oc1cccc2ccccc12. Yields the product COC(=O)C(CCC(=O)OCc1ccccc1)Oc1cccc2ccccc12. RXN SMILES: [CH3:1][O:2][C:3]([CH:4]([CH2:5][CH2:6][C:7](=[O:8])[O:9][CH2:10][c:11]1[cH:12][cH:13][cH:14][cH:15][cH:16]1)[Br:17])=[O:18].[CH3:36][N:37]([CH3:38])[CH:39]=[O:40].[K+:30].[K+:31].[O-:32][C:33]([O-:34])=[O:35].[OH:19][c:20]1[cH:21][cH:22][cH:23][c:24]2[cH:25][cH:26][cH:27][cH:28][c:29]12>>[CH3:1][O:2][C:3]([CH:4]([CH2:5][CH2:6][C:7](=[O:8])[O:9][CH2:10][c:11]1[cH:12][cH:13][cH:14][cH:15][cH:16]1)[O:19][c:20]1[cH:21][cH:22][cH:23][c:24]2[cH:25][cH:26][cH:27][cH:28][c:29]12)=[O:18]. Starting materials: 2.04, CN1C[C@H](N(CC1)C(=O)OCCCC1=CC=CC=C1)C(=O)[O-] (1-benzyl-2-ethyl(S)-4-methyl-piperazine-1,2-dicarboxylate), CCO (EtOH), [H][H] (hydrogen). Reagents/catalysts: [Pd] (Pd/C). Yields the product CN1C[C@H](NCC1)C(=O)OCC (ethyl(S)-4-methyl-piperazine-2-carboxylate). RXN SMILES: [CH3:1][N:2]1[CH2:7][CH2:6][N:5](C(OCCCC2C=CC=CC=2)=O)[C@H:4]([C:20]([O-:22])=[O:21])[CH2:3]1.[H][H].[CH3:25][CH2:26]O>[Pd]>[CH3:1][N:2]1[CH2:7][CH2:6][NH:5][C@H:4]([C:20]([O:22][CH2:25][CH3:26])=[O:21])[CH2:3]1. Procedure details: A suspension of 2.04 (6.66 mmol) 1-benzyl-2-ethyl(S)-4-methyl-piperazine-1,2-dicarboxylate and 200 mg 10% Pd/C in 100 mL EtOH was hydrogenated at 50° C. and 3447 hPa hydrogen pressure for 6 h. The catalyst was filtered off, the filtrate was evaporated to dryness i. vac. and the residue was further reacted without any purification.